Dataset: the Open Reaction Database (ORD), a public repository of structured organic reaction records. Task: describe an organic reaction: reactants, conditions, products, and yield Starting materials: C(C)(C)(C)OC(=O)N=C(NCCCCCCC(=O)NC(C(=O)OC)O[Si](C)(C)C(C)(C)C)NC(=O)OC(C)(C)C (methyl 7-[2,3-bis(t-butoxycarbonyl)-guanidino]heptanoyl-α-t-butyldimethylsilyloxyglycinate), C(C)OC(CCCN)OCC (4-aminobutyraldehyde diethyl acetal). Run in C1=CC=CC=C1 (benzene). Reaction conditions: temperature 38 celsius, time 51 hour. The product is C(C)(C)(C)OC(=O)N=C(NCCCCCCC(NC(C(NCCCC(OCC)OCC)=O)O[Si](C)(C)C(C)(C)C)=O)NC(=O)OC(C)(C)C (15-[2,3-Bis(t-butoxycarbonyl)guanidino]-7-t-butyldimethylsilyloxy-1,1-diethoxy-5,8-diazapentadecane-6,9-dione), product. Yield: 63.3%. Reaction SMILES: [C:1]([O:5][C:6]([N:8]=[C:9]([NH:33][C:34]([O:36][C:37]([CH3:40])([CH3:39])[CH3:38])=[O:35])[NH:10][CH2:11][CH2:12][CH2:13][CH2:14][CH2:15][CH2:16][C:17]([NH:19][CH:20]([O:25][Si:26]([C:29]([CH3:32])([CH3:31])[CH3:30])([CH3:28])[CH3:27])[C:21](OC)=[O:22])=[O:18])=[O:7])([CH3:4])([CH3:3])[CH3:2].[CH2:41]([O:43][CH:44]([O:49][CH2:50][CH3:51])[CH2:45][CH2:46][CH2:47][NH2:48])[CH3:42]>C1C=CC=CC=1>[C:1]([O:5][C:6]([N:8]=[C:9]([NH:33][C:34]([O:36][C:37]([CH3:40])([CH3:39])[CH3:38])=[O:35])[NH:10][CH2:11][CH2:12][CH2:13][CH2:14][CH2:15][CH2:16][C:17](=[O:18])[NH:19][CH:20]([O:25][Si:26]([C:29]([CH3:30])([CH3:31])[CH3:32])([CH3:27])[CH3:28])[C:21](=[O:22])[NH:48][CH2:47][CH2:46][CH2:45][CH:44]([O:43][CH2:41][CH3:42])[O:49][CH2:50][CH3:51])=[O:7])([CH3:2])([CH3:3])[CH3:4]. Procedure details: 1.80 g (3.06 mmol) of methyl 7-[2,3-bis(t-butoxycarbonyl)-guanidino]heptanoyl-α-t-butyldimethylsilyloxyglycinate and 0.542 g (3.36 mmol) of 4-aminobutyraldehyde diethyl acetal were dissolved in 5.6 ml of benzene and stirred at 38° C. for 51 hours. Then the solvent was distilled off under reduced pressure and the oily substance thus obtained was subjected to column chromatography with the use of Silica gel 60 (mfd by Merck Co. & Inc.). By eluting with chloroform/ethyl acetate (3:2, v/v), 1.39 g o... Reactants: NC=1C(=CC(=C(C#N)C1)CCC=O)Cl (5-amino-4-chloro-2-(3-oxopropyl)benzonitrile), C1CCOC1 (THF), [BH4-].[Na+] (NaBH4). Run in CO (MeOH). Conditions: temperature 0 celsius, time 6 hour. Product: NC=1C(=CC(=C(C#N)C1)CCCO)Cl (5-amino-4-chloro-2-(3-hydroxypropyl)benzonitrile). Isolated yield 61.9%. As a reaction SMILES: [NH2:1][C:2]1[C:3]([Cl:14])=[CH:4][C:5]([CH2:10][CH2:11][CH:12]=[O:13])=[C:6]([CH:9]=1)[C:7]#[N:8].C1COCC1.[BH4-].[Na+]>CO>[NH2:1][C:2]1[C:3]([Cl:14])=[CH:4][C:5]([CH2:10][CH2:11][CH2:12][OH:13])=[C:6]([CH:9]=1)[C:7]#[N:8] |f:2.3|. Reported procedure: 5-amino-4-chloro-2-(3-oxopropyl)benzonitrile (200 mg, 0.959 mmol) was taken up in MeOH (2 mL) and THF (2 mL) and cooled to 0° C. NaBH4 (54.4 mg, 1.438 mmol) was added, and the reaction was stirred at 0° C. for 6 h (reaction followed by TLC). The reaction was quenched with water and extracted 2× with DCM. The organic layers were combined, dried over Na2SO4, filtered, and concentrated. The material was purified by flash column chromatography (0-50% EtOAc/DCM; 40 g column). 5-amino-4-chloro-2-(3-hy...